This data is from the Open Reaction Database (ORD), a public repository of structured organic reaction records. The task is: describe an organic reaction: reactants, conditions, products, and yield The reactants are BrC=1C=C(C=CC1)C1=NC(=CC(=N1)C1=CC(=C(C=C1)C(F)(F)F)OCC(F)(F)F)C(F)(F)F (2-(3-bromo-phenyl)-4-[3-(2,2,2-trifluoroethoxy)-4-trifluoromethyl-phenyl]-6-trifluoromethyl-pyrimidine), NC1=NC=C(C=N1)B1OC(C(O1)(C)C)(C)C (2-amino-5-(4,4,5,5-tetramethyl-1,3,2-dioxaborolan-2-yl)pyrimidine). Yields the product FC(COC=1C=C(C=CC1C(F)(F)F)C1=NC(=NC(=C1)C(F)(F)F)C=1C=C(C=CC1)C=1C=NC(=NC1)N)(F)F (5-(3-{4-[3-(2,2,2-Trifluoro-ethoxy)-4-trifluoromethyl-phenyl]-6-trifluoromethyl-pyrimidin-2-yl}-phenyl)-pyrimidin-2-ylamine), solid. The yield is 68.0%. Reaction SMILES: Br[C:2]1[CH:3]=[C:4]([C:8]2[N:13]=[C:12]([C:14]3[CH:19]=[CH:18][C:17]([C:20]([F:23])([F:22])[F:21])=[C:16]([O:24][CH2:25][C:26]([F:29])([F:28])[F:27])[CH:15]=3)[CH:11]=[C:10]([C:30]([F:33])([F:32])[F:31])[N:9]=2)[CH:5]=[CH:6][CH:7]=1.[NH2:34][C:35]1[N:40]=[CH:39][C:38](B2OC(C)(C)C(C)(C)O2)=[CH:37][N:36]=1>>[F:27][C:26]([F:29])([F:28])[CH2:25][O:24][C:16]1[CH:15]=[C:14]([C:12]2[CH:11]=[C:10]([C:30]([F:33])([F:32])[F:31])[N:9]=[C:8]([C:4]3[CH:3]=[C:2]([C:38]4[CH:37]=[N:36][C:35]([NH2:34])=[N:40][CH:39]=4)[CH:7]=[CH:6][CH:5]=3)[N:13]=2)[CH:19]=[CH:18][C:17]=1[C:20]([F:23])([F:22])[F:21]. Reported procedure: The title compound was prepared from 2-(3-bromo-phenyl)-4-[3-(2,2,2-trifluoroethoxy)-4-trifluoromethyl-phenyl]-6-trifluoromethyl-pyrimidine (example E.55) (0.273 g, 0.5 mmol) and commercially available 2-amino-5-(4,4,5,5-tetramethyl-1,3,2-dioxaborolan-2-yl)pyrimidine (0.14 g, 0.65 mmol) according to the general procedure VI. Obtained as an off-white solid (0.19 g, 68%). MS (ISP) 560.2 [(M+H)+]; mp 250° C. Starting materials: ClC1=CC(=CC(=N1)C#N)C (6-chloro-4-methylpicolinonitrile), N(N)C(=O)OCC (ethyl hydrazinecarboxylate). Run in CN1CCCC1=O (NMP). Run at temperature 160 celsius. Product: ClC1=CC(=CC(=N1)C1=NNC(N1)=O)C (3-(6-chloro-4-methylpyridin-2-yl)-1H-1,2,4-triazol-5 (4H)-one). The yield is 10.3%. Reaction SMILES: [Cl:1][C:2]1[N:7]=[C:6]([C:8]#[N:9])[CH:5]=[C:4]([CH3:10])[CH:3]=1.[NH:11]([C:13]([O:15]CC)=O)[NH2:12]>CN1C(=O)CCC1>[Cl:1][C:2]1[N:7]=[C:6]([C:8]2[NH:9][C:13](=[O:15])[NH:11][N:12]=2)[CH:5]=[C:4]([CH3:10])[CH:3]=1. Procedure details: A mixture of 6-chloro-4-methylpicolinonitrile (3 g, 19.66 mmol) and ethyl hydrazinecarboxylate (8.19 g, 79 mmol) in NMP (6 mL) was heated in a sealed tube at 160° C. overnight. The residue was purified by column chromatography eluting with a gradient of 0-80% EtOAc in heptanes. The product-containing fractions were collected and evaporated in vacuo to give the title compound as a yellow semi-solid (428 mg). ESI-MS m/z [M+H]+211.6. Reactants: C(C)(C)(C)OC(N[C@@H]1C[C@H](CC1)N1N=NC2=CN=C3N(C=CC3=C12)S(=O)(=O)C1=CC=CC=C1)=O (racemic trans [3-(6-benzenesulfonyl-6H-1,2,3,5,6-pentaaza-as-indacen-1-yl)-cyclopentyl]-carbamic acid tert-butyl ester), [OH-].[Na+] (sodium hydroxide), CO (methanol), C1CCOC1 (THF). Run in C(Cl)Cl (DCM). Conditions: time 45 minute. Yields the product C(C)(C)(C)OC(N[C@@H]1C[C@H](CC1)N1N=NC2=CN=C3NC=CC3=C12)=O (racemic trans [3-(6H-1,2,3,5,6-pentaaza-as-indacen-1-yl)-cyclopentyl]-carbamic acid tert-butyl ester). Isolated yield 63.6%. As a reaction SMILES: [C:1]([O:5][C:6](=[O:34])[NH:7][C@H:8]1[CH2:12][CH2:11][C@H:10]([N:13]2[C:24]3[C:16](=[CH:17][N:18]=[C:19]4[C:23]=3[CH:22]=[CH:21][N:20]4S(C3C=CC=CC=3)(=O)=O)[N:15]=[N:14]2)[CH2:9]1)([CH3:4])([CH3:3])[CH3:2].[OH-].[Na+].CO.C1COCC1>C(Cl)Cl>[C:1]([O:5][C:6](=[O:34])[NH:7][C@H:8]1[CH2:12][CH2:11][C@H:10]([N:13]2[C:24]3[C:16](=[CH:17][N:18]=[C:19]4[C:23]=3[CH:22]=[CH:21][NH:20]4)[N:15]=[N:14]2)[CH2:9]1)([CH3:4])([CH3:2])[CH3:3] |f:1.2|. Reported procedure: A mixture of racemic trans [3-(6-benzenesulfonyl-6H-1,2,3,5,6-pentaaza-as-indacen-1-yl)-cyclopentyl]-carbamic acid tert-butyl ester (2.00 g, 4.14 mmol), aqueous sodium hydroxide solution (10.4 mL, 20.7 mmol, 2M), methanol (30 mL) and THF (50 mL) was stirred at ambient temperature for 45 minutes. DCM was added and the solution washed (water and brine) and concentrated to dryness. Purification by column chromatography on silica gel (gradient: DCM to ethyl acetate) afforded 902 mg (64%) of racemic ...